Dataset: the Open Reaction Database (ORD), a public repository of structured organic reaction records. Task: describe an organic reaction: reactants, conditions, products, and yield Starting materials: C(CC)OC1=C(C(=O)N)C=CC=C1 (2-n-propoxybenzamide), COS(=O)(=O)O.C(C)OC1=C(C(=N)N)C=CC=C1 (2-ethoxybenzamidine methyl sulfate). Product: COS(=O)(=O)O.C(CC)OC1=C(C(=N)N)C=CC=C1 (2-n-Propoxybenzamidine methyl sulfate). Isolated yield 74.0%. RXN SMILES: [CH2:1]([O:4][C:5]1[CH:13]=[CH:12][CH:11]=[CH:10][C:6]=1[C:7]([NH2:9])=O)[CH2:2][CH3:3].[CH3:14][O:15][S:16]([OH:19])(=[O:18])=[O:17].C(OC1C=CC=CC=1C(N)=[NH:26])C>>[CH3:14][O:15][S:16]([OH:19])(=[O:18])=[O:17].[CH2:1]([O:4][C:5]1[CH:13]=[CH:12][CH:11]=[CH:10][C:6]=1[C:7]([NH2:26])=[NH:9])[CH2:2][CH3:3] |f:1.2,3.4|. Procedure details: The title compound (74% yield) was prepared from 2-n-propoxybenzamide in a manner similar to that described for the preparation of 2-ethoxybenzamidine methyl sulfate in Preparation 6 above. Starting materials: CCOC(=O)N1CCc2c(oc3c(OC)ccc(C(=O)Oc4ccc([N+](=O)[O-])cc4)c23)C1, [H-], Nc1c(Cl)cncc1Cl, [Na+], CN(C)C=O, O. The product is CCOC(=O)N1CCc2c(oc3c(OC)ccc(C(=O)Nc4c(Cl)cncc4Cl)c23)C1. As a reaction SMILES: [CH2:12]([CH3:13])[O:14][C:15](=[O:16])[N:17]1[CH2:18][c:19]2[c:20]([c:23]3[c:24]([o:25]2)[c:26]([O:42][CH3:43])[cH:27][cH:28][c:29]3[C:30](=[O:31])[O:32][c:33]2[cH:34][cH:35][c:36]([N+:37]([O-:38])=[O:39])[cH:40][cH:41]2)[CH2:21][CH2:22]1.[H-:10].[NH2:1][c:2]1[c:3]([Cl:9])[cH:4][n:5][cH:6][c:7]1[Cl:8].[Na+:11].[O:45]=[CH:46][N:47]([CH3:48])[CH3:49].[OH2:44]>>[NH:1]([c:2]1[c:3]([Cl:9])[cH:4][n:5][cH:6][c:7]1[Cl:8])[C:30]([c:29]1[c:23]2[c:20]3[c:19]([o:25][c:24]2[c:26]([O:42][CH3:43])[cH:27][cH:28]1)[CH2:18][N:17]([C:15]([O:14][CH2:12][CH3:13])=[O:16])[CH2:22][CH2:21]3)=[O:31]. The reactants are N1[C@@H](C(=O)O)CCC1 (D-proline), C(C)N(C(C)C)C(C)C (N-ethyl-diisopropylamine), C1(C=CCCC1)=O (2-cyclohexen-1-one), C1(=CC=CC=C1)CC=O (phenyl acetaldehyde). Solvent: C1(=CC=CC=C1)C (toluene). Run at temperature 45 celsius, time 3 day. The product is O[C@@H]1[C@H]([C@@H]2CC([C@H]1CC2)=O)C2=CC=CC=C2 ((1S,4S,5R,6R)-6-hydroxy-5-phenylbicyclo[2.2.2]octan-2-one). As a reaction SMILES: N1[CH2:8][CH2:7][CH2:6][C@@H:2]1[C:3](O)=[O:4].C(N(C(C)C)C(C)C)C.[C:18]1(=[O:24])[CH2:23][CH2:22][CH2:21]C=C1.[C:25]1(CC=O)[CH:30]=[CH:29]C=[CH:27][CH:26]=1>C1(C)C=CC=CC=1>[OH:24][C@H:18]1[C@@H:23]2[CH2:22][CH2:21][C@@H:6]([CH2:2][C:3]2=[O:4])[C@@H:7]1[C:8]1[CH:29]=[CH:30][CH:25]=[CH:26][CH:27]=1. Reported procedure: To a mixture of D-proline (2.93 g), N-ethyl-diisopropylamine (4.36 mL) in toluene (70 mL) was added 2-cyclohexen-1-one (10 mL) and phenyl acetaldehyde (14.6 mL) at 20-25° C. The mixture was stirred for 3 d at 45° C. IPC according to LC-MS method 1 indicated>99% conversion. The suspension was cooled to 20-25° C. and filtered. The filter cake was washed with water (3×10 mL), followed by toluene wash (3×10 mL). The filter cake was dried on the filter by sucking air through the filter. Yield: 13.2 g...